This data is from the Open Reaction Database (ORD), a public repository of structured organic reaction records. The task is: describe an organic reaction: reactants, conditions, products, and yield Reactants: OC1=CC=C2C(C(CSC2=C1)(C)C1=CC=C(C=C1)O)C1=CC=C(C=C1)OCCCCN1CCCCC1 ((3RS,4RS)-7-hydroxy-3-(4-hydroxyphenyl)-3-methyl-4-[4-(4-piperidinobutyloxy)phenyl]thiochroman), Cl (HCl), 8. Solvent: CO (methanol), CO (methanol). Run at time 20 hour. Yields the product Cl.OC1=CC=C2C(C(CSC2=C1)(C)C1=CC=C(C=C1)O)C1=CC=C(C=C1)OCCCCN1CCCCC1 ((3RS,4RS)-7-hydroxy-3-(4-hydroxyphenyl)-3-methyl-4-[4-(4-piperidinobutyloxy)phenyl]thiochroman hydrochloride). Yield: 96.0%. As a reaction SMILES: [OH:1][C:2]1[CH:11]=[C:10]2[C:5]([CH:6]([C:20]3[CH:25]=[CH:24][C:23]([O:26][CH2:27][CH2:28][CH2:29][CH2:30][N:31]4[CH2:36][CH2:35][CH2:34][CH2:33][CH2:32]4)=[CH:22][CH:21]=3)[C:7]([C:13]3[CH:18]=[CH:17][C:16]([OH:19])=[CH:15][CH:14]=3)([CH3:12])[CH2:8][S:9]2)=[CH:4][CH:3]=1.[ClH:37]>CO>[ClH:37].[OH:1][C:2]1[CH:11]=[C:10]2[C:5]([CH:6]([C:20]3[CH:25]=[CH:24][C:23]([O:26][CH2:27][CH2:28][CH2:29][CH2:30][N:31]4[CH2:32][CH2:33][CH2:34][CH2:35][CH2:36]4)=[CH:22][CH:21]=3)[C:7]([C:13]3[CH:14]=[CH:15][C:16]([OH:19])=[CH:17][CH:18]=3)([CH3:12])[CH2:8][S:9]2)=[CH:4][CH:3]=1 |f:3.4|. Reported procedure: To methanol solution (3 ml) of (3RS,4RS)-7-hydroxy-3-(4-hydroxyphenyl)-3-methyl-4-[4-(4-piperidinobutyloxy)phenyl]thiochroman (18 mg, 0.093 mmol) was added aqueous 20% HCl solution (0.3 ml) and the resulting mixture was stirred for 20 hours. The reaction solution was distilled under reduced pressure to remove the solvent and the crude product thus produced was dissolved in methanol. To the resulting solution was added Dowex 1-×8 (240 mg) and the mixture was stirred for 30 minutes. Dowex 1-×8 was... Starting materials: [Br-], CO, C[N+]1(C)CCCc2c(N=Nc3ccccc3)ccc(O)c21, [H][H], O. Yields the product [Br-], C[N+]1(C)CCCc2c(N)ccc(O)c21. Reaction SMILES: [Br-:1].[CH3:23][OH:24].[CH3:2][N+:3]1([CH3:22])[CH2:4][CH2:5][CH2:6][c:7]2[c:8]([N:14]=[N:15][c:16]3[cH:17][cH:18][cH:19][cH:20][cH:21]3)[cH:9][cH:10][c:11]([OH:13])[c:12]21.[H:25][H:26].[OH2:27]>>[Br-:1].[CH3:2][N+:3]1([CH3:22])[CH2:4][CH2:5][CH2:6][c:7]2[c:8]([NH2:14])[cH:9][cH:10][c:11]([OH:13])[c:12]21. Starting materials: ClC1=NC=C(C=C1[N+](=O)[O-])C(F)(F)F (2-chloro-3-nitro-5-(trifluoromethyl)pyridine), [OH-].[Na+] (sodium hydroxide), C(CC(=O)OCC)(C(=O)OCC)C(=O)OCC (triethyl 1,1,2-ethanetricarboxylate), O (water), C(C)(=O)OCC (ethyl acetate). Run in O1CCCC1 (tetrahydrofuran). Reaction conditions: time 2 hour. Product: [N+](=O)([O-])C=1C(=NC=C(C1)C(F)(F)F)C(CC(=O)OCC)(C(=O)OCC)C(=O)OCC (triethyl 1-(3-nitro-5-(trifluoromethyl)pyridin-2-yl)ethane-1,1,2-tricarboxylate). Reaction SMILES: Cl[C:2]1[C:7]([N+:8]([O-:10])=[O:9])=[CH:6][C:5]([C:11]([F:14])([F:13])[F:12])=[CH:4][N:3]=1.[OH-].[Na+].O.C(OCC)(=O)C.[CH:24]([C:36]([O:38][CH2:39][CH3:40])=[O:37])([C:31]([O:33][CH2:34][CH3:35])=[O:32])[CH2:25][C:26]([O:28][CH2:29][CH3:30])=[O:27]>O1CCCC1>[N+:8]([C:7]1[C:2]([C:24]([C:36]([O:38][CH2:39][CH3:40])=[O:37])([C:31]([O:33][CH2:34][CH3:35])=[O:32])[CH2:25][C:26]([O:28][CH2:29][CH3:30])=[O:27])=[N:3][CH:4]=[C:5]([C:11]([F:14])([F:13])[F:12])[CH:6]=1)([O-:10])=[O:9] |f:1.2|. Reported procedure: To a solution of 1.8 g of 2-chloro-3-nitro-5-(trifluoromethyl)pyridine in 8 mL of tetrahydrofuran, 2.0 mL of triethyl 1,1,2-ethanetricarboxylate and 0.63 g of 60% sodium hydroxide were added under cooling with ice, and the mixture was stirred at room temperature for 2 hours. Thereto were added water and ethyl acetate, the organic layer was separated, and washed with a saturated aqueous sodium chloride solution and dried over anhydrous magnesium sulfate, and the solvent was distilled off under re... Starting materials: CC1CNCC(C)N1, CS(C)=O, CNc1ncc(-c2nc(N3CCOCC3)c3nc(Cl)n(CC4CCOC4)c3n2)cn1. Product: CNc1ncc(-c2nc(N3CCOCC3)c3nc(N4CC(C)NC(C)C4)n(CC4CCOC4)c3n2)cn1. As a reaction SMILES: [CH3:31][CH:32]1[NH:33][CH:34]([CH3:38])[CH2:35][NH:36][CH2:37]1.[CH3:39][S:40](=[O:41])[CH3:42].[Cl:1][c:2]1[n:3]([CH2:25][CH:26]2[CH2:27][O:28][CH2:29][CH2:30]2)[c:4]2[n:5][c:6](-[c:17]3[cH:18][n:19][c:20]([NH:23][CH3:24])[n:21][cH:22]3)[n:7][c:8]([N:11]3[CH2:12][CH2:13][O:14][CH2:15][CH2:16]3)[c:9]2[n:10]1>>[c:2]1([N:36]2[CH2:35][CH:34]([CH3:38])[NH:33][CH:32]([CH3:31])[CH2:37]2)[n:3]([CH2:25][CH:26]2[CH2:27][O:28][CH2:29][CH2:30]2)[c:4]2[n:5][c:6](-[c:17]3[cH:18][n:19][c:20]([NH:23][CH3:24])[n:21][cH:22]3)[n:7][c:8]([N:11]3[CH2:12][CH2:13][O:14][CH2:15][CH2:16]3)[c:9]2[n:10]1. Starting materials: CCOC(=O)C1CCNCC1, O=C(NCC(NS(=O)(=O)c1cccc(N2CCCCC2=O)c1OC(F)F)C(=O)O)c1ccc(Cl)s1, CN(C)C=O. The product is CCOC(=O)C1CCN(C(=O)C(CNC(=O)c2ccc(Cl)s2)NS(=O)(=O)c2cccc(N3CCCCC3=O)c2OC(F)F)CC1. RXN SMILES: [CH2:36]([CH3:37])[O:38][C:39](=[O:40])[CH:41]1[CH2:42][CH2:43][NH:44][CH2:45][CH2:46]1.[Cl:1][c:2]1[cH:3][cH:4][c:5]([C:7](=[O:8])[NH:9][CH2:10][CH:11]([C:12](=[O:13])[OH:14])[NH:15][S:16](=[O:17])(=[O:18])[c:19]2[c:20]([O:32][CH:33]([F:34])[F:35])[c:21]([N:25]3[C:26](=[O:31])[CH2:27][CH2:28][CH2:29][CH2:30]3)[cH:22][cH:23][cH:24]2)[s:6]1.[O:47]=[CH:48][N:49]([CH3:50])[CH3:51]>>[Cl:1][c:2]1[cH:3][cH:4][c:5]([C:7](=[O:8])[NH:9][CH2:10][CH:11]([C:12](=[O:13])[N:44]2[CH2:43][CH2:42][CH:41]([C:39]([O:38][CH2:36][CH3:37])=[O:40])[CH2:46][CH2:45]2)[NH:15][S:16](=[O:17])(=[O:18])[c:19]2[c:20]([O:32][CH:33]([F:34])[F:35])[c:21]([N:25]3[C:26](=[O:31])[CH2:27][CH2:28][CH2:29][CH2:30]3)[cH:22][cH:23][cH:24]2)[s:6]1.